This data is from the Open Reaction Database (ORD), a public repository of structured organic reaction records. The task is: describe an organic reaction: reactants, conditions, products, and yield Starting materials: C(CCC)[Li] (butyllithium), CCOCC (ether), C(=C)C1=CC=C2C=CC3=CC=CC4=CC=C1C2=C34 (1-vinylpyrene). Reagents/catalysts: [Br-].C[P+](C1=CC=CC=C1)(C1=CC=CC=C1)C1=CC=CC=C1 (methyltriphenylphosphonium bromide). Run in O1CCCC1 (tetrahydrofuran). The product is C1(=CC=C2C=CC3=CC=CC4=CC=C1C2=C34)C=O (pyrene-1-carboxaldehyde). RXN SMILES: [CH:1]([C:3]1[C:16]2[C:17]3=[C:18]4[C:13](=[CH:14][CH:15]=2)C=CC=[C:9]4[CH:8]=[CH:7][C:6]3=[CH:5][CH:4]=1)=[CH2:2].C([Li])CCC.CC[O:26][CH2:27][CH3:28]>[Br-].C[P+](C1C=CC=CC=1)(C1C=CC=CC=1)C1C=CC=CC=1.O1CCCC1>[C:28]1([CH:27]=[O:26])[C:15]2[C:16]3=[C:17]4[C:18](=[CH:13][CH:14]=2)[CH:9]=[CH:8][CH:7]=[C:6]4[CH:5]=[CH:4][C:3]3=[CH:1][CH:2]=1 |f:3.4|. Procedure details: The procedure used to prepare 1-vinylpyrene was similar to that of K. Tanikawa, T. Ishizuka, K. Suzuki, S. Kusabayashi, and H. Mikawa, Bull. Chem. Soc. Japan, 41, 2719-2722, (1968) Under an argon atmosphere, methyltriphenylphosphonium bromide (0.16 mole) was mixed with butyllithium (0.16 mole of 2.0 M butyllithium in pentane) in dry ether (660 ml.). After the ylid color was obtained (4-8 hr.), pyrene-1-carboxaldehyde (0.14 mole) in dry tetrahydrofuran (500 ml.) was added dropwise. The mixture wa... Reactants: C(C1=CC=CC=C1)OC(=O)NCCN1C(C(OC2=C1C=C(C(=C2)C(F)(F)F)C(=O)OC)(C)C)=O (methyl 4-(2-{[(benzyloxy)carbonyl]amino}ethyl)-2,2-dimethyl-3-oxo-7-(trifluoro-methyl)-3,4-dihydro-2H-1,4-benzoxazine-6-carboxylate), C(C)N[C@H]1CN(CC[C@@H]1C1=CC=CC=C1)C(=O)OC(C)(C)C (tert-butyl (3R,4R)-3-(ethylamino)-4-phenylpiperidine-1-carboxylate). Product: C(C1=CC=CC=C1)OC(=O)NCCN1C(C(OC2=C1C=C(C(=C2)C(F)(F)F)C(=O)N([C@H]2CN(CC[C@@H]2C2=CC=CC=C2)C(=O)OC(C)(C)C)CC)(C)C)=O (tert-Butyl (3R,4R)-3-[{[4-(2-{[(benzyloxy)carbonyl]amino}ethyl)-2,2-dimethyl-3-oxo-7-(trifluoro-methyl)-3,4-dihydro-2H-1,4-benzoxazin-6-yl]carbonyl}(ethyl)amino]-4-phenylpiperidine-1-carboxylate). Reaction SMILES: [CH2:1]([O:8][C:9]([NH:11][CH2:12][CH2:13][N:14]1[C:19]2[CH:20]=[C:21]([C:28](OC)=[O:29])[C:22]([C:24]([F:27])([F:26])[F:25])=[CH:23][C:18]=2[O:17][C:16]([CH3:33])([CH3:32])[C:15]1=[O:34])=[O:10])[C:2]1[CH:7]=[CH:6][CH:5]=[CH:4][CH:3]=1.[CH2:35]([NH:37][C@@H:38]1[C@@H:43]([C:44]2[CH:49]=[CH:48][CH:47]=[CH:46][CH:45]=2)[CH2:42][CH2:41][N:40]([C:50]([O:52][C:53]([CH3:56])([CH3:55])[CH3:54])=[O:51])[CH2:39]1)[CH3:36]>>[CH2:1]([O:8][C:9]([NH:11][CH2:12][CH2:13][N:14]1[C:19]2[CH:20]=[C:21]([C:28]([N:37]([CH2:35][CH3:36])[C@@H:38]3[C@@H:43]([C:44]4[CH:49]=[CH:48][CH:47]=[CH:46][CH:45]=4)[CH2:42][CH2:41][N:40]([C:50]([O:52][C:53]([CH3:55])([CH3:54])[CH3:56])=[O:51])[CH2:39]3)=[O:29])[C:22]([C:24]([F:25])([F:26])[F:27])=[CH:23][C:18]=2[O:17][C:16]([CH3:32])([CH3:33])[C:15]1=[O:34])=[O:10])[C:2]1[CH:7]=[CH:6][CH:5]=[CH:4][CH:3]=1. Procedure details: Using methyl 4-(2-{[(benzyloxy)carbonyl]amino}ethyl)-2,2-dimethyl-3-oxo-7-(trifluoro-methyl)-3,4-dihydro-2H-1,4-benzoxazine-6-carboxylate and tert-butyl (3R,4R)-3-(ethylamino)-4-phenylpiperidine-1-carboxylate, the title compound (60.4 mg) was obtained in a similar manner to Reference Example 5. Starting materials: BrC=1C(=C(C=O)C(=CC1)OC)F (3-bromo-2-fluoro-6-methoxy-benzaldehyde), B(Br)(Br)Br (BBr3). The solvent is ClCCl (dichloromethane), ClCCl (dichloromethane). Conditions: time 1 hour. Yields the product BrC=1C(=C(C=O)C(=CC1)O)F (3-bromo-2-fluoro-6-hydroxy-benzaldehyde), solid. Yield: 98.0%. Reaction SMILES: [Br:1][C:2]1[C:3]([F:12])=[C:4]([C:7]([O:10]C)=[CH:8][CH:9]=1)[CH:5]=[O:6].B(Br)(Br)Br>ClCCl>[Br:1][C:2]1[C:3]([F:12])=[C:4]([C:7]([OH:10])=[CH:8][CH:9]=1)[CH:5]=[O:6]. Reported procedure: To a solution of 3-bromo-2-fluoro-6-methoxy-benzaldehyde (9.8 g, 42.06 mmol,) in dichloromethane (200 mL) at −50° C. was added a dichloromethane solution (1 M) of BBr3 (126 mL, 126 mmol) dropwise. The mixture was gradually warmed to room temperature and stirred for 1 h, then quenched with water. The mixture was extracted with dichloromethane three times. The organic layer were combined, washed with brine, dried over MgSO4, concentrated to give 3-bromo-2-fluoro-6-hydroxy-benzaldehyde as a off whi... Starting materials: C(C)OC(C(C)(OC1=CC=C(C=C1)OCCC=1N=C(OC1C)C1=CC=C(C=C1)C1=CC=CC2=CC=CC=C12)C)=O (2-methyl-2-(4- {2-[5-methyl-2-(4-naphthalen-1-ylphenyl)oxazol-4-yl]ethoxy}-phenoxy) propionic acid ethyl ester), [OH-].[Na+] (NaOH). The solvent is C(C)O (ethanol), C1CCOC1 (THF). Run at temperature 55 celsius. The product is CC(C(=O)O)(C)OC1=CC=C(C=C1)OCCC=1N=C(OC1C)C1=CC=C(C=C1)C1=CC=CC2=CC=CC=C12 (2-methyl-2-(4-{2-[5-methyl-2-(4-naphthalen-1-ylphenyl)oxazol-4-yl]ethoxy}phenoxy)propionic acid). As a reaction SMILES: C([O:3][C:4](=[O:40])[C:5]([CH3:39])([O:7][C:8]1[CH:13]=[CH:12][C:11]([O:14][CH2:15][CH2:16][C:17]2[N:18]=[C:19]([C:23]3[CH:28]=[CH:27][C:26]([C:29]4[C:38]5[C:33](=[CH:34][CH:35]=[CH:36][CH:37]=5)[CH:32]=[CH:31][CH:30]=4)=[CH:25][CH:24]=3)[O:20][C:21]=2[CH3:22])=[CH:10][CH:9]=1)[CH3:6])C.[OH-].[Na+]>C(O)C.C1COCC1>[CH3:39][C:5]([O:7][C:8]1[CH:9]=[CH:10][C:11]([O:14][CH2:15][CH2:16][C:17]2[N:18]=[C:19]([C:23]3[CH:28]=[CH:27][C:26]([C:29]4[C:38]5[C:33](=[CH:34][CH:35]=[CH:36][CH:37]=5)[CH:32]=[CH:31][CH:30]=4)=[CH:25][CH:24]=3)[O:20][C:21]=2[CH3:22])=[CH:12][CH:13]=1)([CH3:6])[C:4]([OH:40])=[O:3] |f:1.2|. Procedure details: Under nitrogen, 2-methyl-2-(4- {2-[5-methyl-2-(4-naphthalen-1-ylphenyl)oxazol-4-yl]ethoxy}-phenoxy) propionic acid ethyl ester (0.53 mmol) in ethanol (2.5 mL) and THF (2.5 mL) was treated with 2.0 N NaOH (2.0 mL). The reaction mixture was stirred at 55° C. for 1 hand concentrated in vacuo. The resulting slurry was suspended in ethyl acetate, acidified to pH 1 with 1N HCl, and partitioned. The organic layer was washed with brine, dried (Na2SO4), and concentrated in vacuo to yield of a white solid... Reactants: O=C(c1ccccc1)C(F)CC(F)N1CCC(O)(c2ccc(Cl)cc2)CC1, Cl, NCc1ccccc1, O. Yields the product O=C(c1ccccc1)C(CC(F)N1CCC(O)(c2ccc(Cl)cc2)CC1)NCc1ccccc1. As a reaction SMILES: [Cl:2][c:3]1[cH:4][cH:5][c:6]([C:9]2([OH:28])[CH2:10][CH2:11][N:12]([CH:15]([CH2:16][CH:17]([C:18](=[O:19])[c:20]3[cH:21][cH:22][cH:23][cH:24][cH:25]3)[F:26])[F:27])[CH2:13][CH2:14]2)[cH:7][cH:8]1.[ClH:1].[NH2:29][CH2:30][c:31]1[cH:32][cH:33][cH:34][cH:35][cH:36]1.[OH2:37]>>[Cl:2][c:3]1[cH:4][cH:5][c:6]([C:9]2([OH:28])[CH2:10][CH2:11][N:12]([CH:15]([CH2:16][CH:17]([C:18](=[O:19])[c:20]3[cH:21][cH:22][cH:23][cH:24][cH:25]3)[NH:29][CH2:30][c:31]3[cH:32][cH:33][cH:34][cH:35][cH:36]3)[F:27])[CH2:13][CH2:14]2)[cH:7][cH:8]1. The reactants are CC1C=CC2=CC(C(C)(C)C)CC(O)C2C1(CCC1CC(C(C)(C)C)C(O[SiH](C)C)C(=O)O1)O[SiH](C)C, CCc1ccc(OC(CC)C(=O)O)cc1. Product: CCc1ccc(OC(CC)C(=O)OC2CC(C(C)(C)C)C=C3C=CC(C)C(CCC4CC(C(C)(C)C)C(O[SiH](C)C)C(=O)O4)(O[SiH](C)C)C32)cc1. RXN SMILES: [C:16]([CH3:17])([CH3:18])([CH3:19])[CH:20]1[CH:21]=[C:22]2[CH:23]=[CH:24][CH:25]([CH3:52])[C:26]([CH2:31][CH2:32][CH:33]3[CH2:34][CH:35]([C:44]([CH3:45])([CH3:46])[CH3:47])[CH:36]([O:40][SiH:41]([CH3:42])[CH3:43])[C:37](=[O:39])[O:38]3)([O:48][SiH:49]([CH3:50])[CH3:51])[CH:27]2[CH:28]([OH:30])[CH2:29]1.[CH2:1]([CH3:2])[c:3]1[cH:4][cH:5][c:6]([O:7][CH:8]([C:9](=[O:10])[OH:11])[CH2:12][CH3:13])[cH:14][cH:15]1>>[CH2:1]([CH3:2])[c:3]1[cH:4][cH:5][c:6]([O:7][CH:8]([C:9]([O:10][CH:28]2[CH:27]3[C:22](=[CH:21][CH:20]([C:16]([CH3:17])([CH3:18])[CH3:19])[CH2:29]2)[CH:23]=[CH:24][CH:25]([CH3:52])[C:26]3([CH2:31][CH2:32][CH:33]2[CH2:34][CH:35]([C:44]([CH3:45])([CH3:46])[CH3:47])[CH:36]([O:40][SiH:41]([CH3:42])[CH3:43])[C:37](=[O:39])[O:38]2)[O:48][SiH:49]([CH3:50])[CH3:51])=[O:11])[CH2:12][CH3:13])[cH:14][cH:15]1. Starting materials: ClC=1C=C(C=CC1Cl)C1(CN(CC1)C(C1=CC(=C(C(=C1)OC)OC)OC)=O)CCN1CCC(CC1)(C(=O)N)C1=CC=CC=C1 ((+)-1-(2-(3-(3,4-dichlorophenyl)-1-(3,4,5-trimethoxybenzoyl)-pyrrolidin-3-yl)-ethyl)-4-phenylpiperidine-4-carboxylic acid amide), Cl (hydrochloric acid), 1997, O1CCOCC1 (dioxane). Solvent: O (water). Conditions: time 26 hour. The product is C1(=CC=CC=C1)C1(CCN(CC1)CC[C@]1(CNCC1)C1=CC(=C(C=C1)Cl)Cl)C(=O)O ((S)-3-(2-(4-phenyl-4-carboxypiperidin-1-yl)ethyl)-3-(3,4-dichlorophenyl)pyrrolidine). As a reaction SMILES: [Cl:1][C:2]1[CH:3]=[C:4]([C:9]2([CH2:28][CH2:29][N:30]3[CH2:35][CH2:34][C:33]([C:39]4[CH:44]=[CH:43][CH:42]=[CH:41][CH:40]=4)([C:36](N)=[O:37])[CH2:32][CH2:31]3)[CH2:13][CH2:12][N:11](C(=O)C3C=C(OC)C(OC)=C(OC)C=3)[CH2:10]2)[CH:5]=[CH:6][C:7]=1[Cl:8].[O:45]1CCOCC1.Cl>O>[C:39]1([C:33]2([C:36]([OH:45])=[O:37])[CH2:34][CH2:35][N:30]([CH2:29][CH2:28][C@:9]3([C:4]4[CH:5]=[CH:6][C:7]([Cl:8])=[C:2]([Cl:1])[CH:3]=4)[CH2:13][CH2:12][NH:11][CH2:10]3)[CH2:31][CH2:32]2)[CH:44]=[CH:43][CH:42]=[CH:41][CH:40]=1. Procedure: Combine (+)-1-(2-(3-(3,4-dichlorophenyl)-1-(3,4,5-trimethoxybenzoyl)-pyrrolidin-3-yl)-ethyl)-4-phenylpiperidine-4-carboxylic acid amide prepared by the method of U.S. Pat. No. 5,635,510, issued Jun. 3, 1997 (200 g, 300 mmol), dioxane (400 mL), concentrated aqueous hydrochloric acid (400 mL), and water (400 mL). Heat to reflux. After 26 hours, cool to ambient temperature and concentrate the reaction mixture in vacuo at about 60° C. to a volume of about 700 mL. Add water (400 mL) and extract with ... Reactants: CCCC(C)C (Isohexane), C(C1=CC=CC=C1)(=O)Cl (Benzoyl chloride), N1=CC=CC=C1 (pyridine), NC=1C(=CC(=C(NC2=NC=NC3=CC(=C(C=C23)OC)OC)C1)F)Cl (4-(5-amino-4-chloro-2-fluoroanilino)-6,7-dimethoxyquinazoline). Solvent: C(Cl)Cl (methylene chloride). Run at time 18 hour. Product: Cl.FC1=C(NC2=NC=NC3=CC(=C(C=C23)OC)OC)C=C(C(=C1)Cl)NC(C1=CC=CC=C1)=O (4-(2-Fluoro-4-chloro-5-benzamidoanilino)-6,7-dimethoxyquinazoline hydrochloride), solid. Reaction SMILES: [C:1]([Cl:9])(=[O:8])[C:2]1[CH:7]=[CH:6][CH:5]=[CH:4][CH:3]=1.N1C=CC=CC=1.[NH2:16][C:17]1[C:18]([Cl:39])=[CH:19][C:20]([F:38])=[C:21]([CH:37]=1)[NH:22][C:23]1[C:32]2[C:27](=[CH:28][C:29]([O:35][CH3:36])=[C:30]([O:33][CH3:34])[CH:31]=2)[N:26]=[CH:25][N:24]=1.CCCC(C)C>C(Cl)Cl>[ClH:9].[F:38][C:20]1[CH:19]=[C:18]([Cl:39])[C:17]([NH:16][C:1](=[O:8])[C:2]2[CH:7]=[CH:6][CH:5]=[CH:4][CH:3]=2)=[CH:37][C:21]=1[NH:22][C:23]1[C:32]2[C:27](=[CH:28][C:29]([O:35][CH3:36])=[C:30]([O:33][CH3:34])[CH:31]=2)[N:26]=[CH:25][N:24]=1 |f:5.6|. Procedure details: Benzoyl chloride (0.025 ml) and pyridine (0.036 ml) were added to a suspension of 4-(5-amino-4-chloro-2-fluoroanilino)-6,7-dimethoxyquinazoline (125 mg) in dry methylene chloride (3 ml) and the resulting mixture was stirred at ambient temperature for 18 hours. Isohexane (3 ml) was added and the precipitated solid was isolated, washed with diethyl ether and dried under vacuum. The title compound was obtained as a solid (65 mg); NMR: 4.0 (s, 6H), 7.35 (s, 1H), 7.56 (m, 3H), 7.78 (d, 2H), 7.99 (d, ... Starting materials: CC1(C(C1C=C(Cl)Cl)(C)C)C(=O)OCC (ethyl 1,2,2-trimethyl-3-(2',2'-dichlorovinyl)-cyclopropane-carboxylate), CC1(C(C1C=C(Cl)Cl)(C)C)C(=O)OCC (ethyl 1,2,2-trimethyl-3-(2',2'-dichlorovinyl)-cyclopropane-carboxylate), aqueous solution, [OH-].[Na+] (sodium hydroxide). Run in CO (methyl alcohol). Yields the product CC1(C(C1C=C(Cl)Cl)(C)C)C(=O)O (1,2,2-trimethyl-3-(2',2'-dichlorovinyl)-cyclopropanecarboxylic acid). As a reaction SMILES: [CH3:1][C:2]1([C:11]([O:13]CC)=[O:12])[CH:4]([CH:5]=[C:6]([Cl:8])[Cl:7])[C:3]1([CH3:10])[CH3:9].[OH-].[Na+]>CO>[CH3:1][C:2]1([C:11]([OH:13])=[O:12])[CH:4]([CH:5]=[C:6]([Cl:8])[Cl:7])[C:3]1([CH3:9])[CH3:10] |f:1.2|. Procedure details: 0.72 Part of the above ester was agitated at 40° - 50° C. for 3 hours in the presence of 3.26 parts of a 10% aqueous solution of sodium hydroxide and methyl alcohol to effect hydrolysis of the ester and obtain 0.60 part of 1,2,2-trimethyl-3-(2',2'-dichlorovinyl)-cyclopropanecarboxylic acid. Reactants: [H-].[Al+3].[Li+].[H-].[H-].[H-] (lithium aluminum hydride), NC(C(=O)O)COC1=CC=C(C=C1)C(C)(C)C (2-amino-3-[4-(1,1-dimethylethyl)phenoxy]propionic acid), [OH-].[Na+] (sodium hydroxide), resultant mixture, C1(=CC=CC=C1)C (toluene), resultant mixture, aqueous solution. Solvent: O1CCCC1 (tetrahydrofuran), O (water), O1CCCC1 (tetrahydrofuran). Product: NC(CO)COC1=CC=C(C=C1)C(C)(C)C (2-amino-3-[4-(1,1-dimethylethyl)phenoxy]propanol). Yield: 89.6%. As a reaction SMILES: [H-].[Al+3].[Li+].[H-].[H-].[H-].[NH2:7][CH:8]([CH2:12][O:13][C:14]1[CH:19]=[CH:18][C:17]([C:20]([CH3:23])([CH3:22])[CH3:21])=[CH:16][CH:15]=1)[C:9](O)=[O:10].C1(C)C=CC=CC=1.[OH-].[Na+]>O1CCCC1.O>[NH2:7][CH:8]([CH2:12][O:13][C:14]1[CH:15]=[CH:16][C:17]([C:20]([CH3:23])([CH3:22])[CH3:21])=[CH:18][CH:19]=1)[CH2:9][OH:10] |f:0.1.2.3.4.5,8.9|. Procedure: To a mixture of 4.00 g (105 mmol.) of lithium aluminum hydride and 50 ml of anhydrous tetrahydrofuran, there was added dropwise a solution of 2.50 g (10.5 mmol.) of 2-amino-3-[4-(1,1-dimethylethyl)phenoxy]propionic acid obtained in Production Example 13 in 50 ml of anhydrous tetrahydrofuran with stirring under reflux by heating for 30 minutes. Then the reaction mixture was further refluxed by heating with stirring for 2 hours. After the reaction was completed, the resultant mixture was cooled to...